This data is from the Open Reaction Database (ORD), a public repository of structured organic reaction records. The task is: describe an organic reaction: reactants, conditions, products, and yield Starting materials: OCc1ccnc(Br)c1, CC(C)CNS(=O)(=O)c1ccccc1Cl, CCOC(=O)N=NC(=O)OCC, C1CCOC1, c1ccc(P(c2ccccc2)c2ccccc2)cc1. Yields the product CC(C)CN(Cc1ccnc(Br)c1)S(=O)(=O)c1ccccc1Cl. As a reaction SMILES: [Br:16][c:17]1[n:18][cH:19][cH:20][c:21]([CH2:23][OH:24])[cH:22]1.[Cl:1][c:2]1[c:3]([S:8](=[O:9])(=[O:10])[NH:11][CH2:12][CH:13]([CH3:14])[CH3:15])[cH:4][cH:5][cH:6][cH:7]1.[O:44]=[C:45]([O:46][CH2:47][CH3:48])[N:49]=[N:50][C:51]([O:52][CH2:53][CH3:54])=[O:55].[O:56]1[CH2:57][CH2:58][CH2:59][CH2:60]1.[c:25]1([P:26]([c:27]2[cH:28][cH:29][cH:30][cH:31][cH:32]2)[c:33]2[cH:34][cH:35][cH:36][cH:37][cH:38]2)[cH:39][cH:40][cH:41][cH:42][cH:43]1>>[Cl:1][c:2]1[c:3]([S:8](=[O:9])(=[O:10])[N:11]([CH2:12][CH:13]([CH3:14])[CH3:15])[CH2:23][c:21]2[cH:20][cH:19][n:18][c:17]([Br:16])[cH:22]2)[cH:4][cH:5][cH:6][cH:7]1. Starting materials: ClCCl, Cc1nc(CO)cn1-c1ccc(F)cc1. The product is Cc1nc(C=O)cn1-c1ccc(F)cc1. RXN SMILES: [CH2:16]([Cl:17])[Cl:18].[F:1][c:2]1[cH:3][cH:4][c:5](-[n:8]2[c:9]([CH3:15])[n:10][c:11]([CH2:13][OH:14])[cH:12]2)[cH:6][cH:7]1>>[F:1][c:2]1[cH:3][cH:4][c:5](-[n:8]2[c:9]([CH3:15])[n:10][c:11]([CH:13]=[O:14])[cH:12]2)[cH:6][cH:7]1. The reactants are [BH4-].[Na+] (sodium borohydride), O1C(CCCC1)OC1=CC=C(C=O)C=C1 (4-(tetrahydro-pyran-2-yloxy)-benzaldehyde), IC1=CC=C(N)C=C1 (4-iodoaniline), S(=O)(=O)([O-])[O-].[Mg+2] (magnesium sulfate). The solvent is CO (methanol), C(Cl)Cl (methylene chloride). Reaction conditions: time 8 hour. Product: IC1=CC=C(C=C1)NCC1=CC=C(C=C1)OC1OCCCC1 ((4-Iodo-phenyl)-[4-(tetrahydro-pyran-2-yloxy)-benzyl]-amine). Reaction SMILES: [O:1]1[CH2:6][CH2:5][CH2:4][CH2:3][CH:2]1[O:7][C:8]1[CH:15]=[CH:14][C:11]([CH:12]=O)=[CH:10][CH:9]=1.[I:16][C:17]1[CH:23]=[CH:22][C:20]([NH2:21])=[CH:19][CH:18]=1.S([O-])([O-])(=O)=O.[Mg+2].[BH4-].[Na+]>C(Cl)Cl.CO>[I:16][C:17]1[CH:23]=[CH:22][C:20]([NH:21][CH2:12][C:11]2[CH:14]=[CH:15][C:8]([O:7][CH:2]3[CH2:3][CH2:4][CH2:5][CH2:6][O:1]3)=[CH:9][CH:10]=2)=[CH:19][CH:18]=1 |f:2.3,4.5|. Procedure: To a solution of 4-(tetrahydro-pyran-2-yloxy)-benzaldehyde (9.07 g, 43.96 mmol) and 4-iodoaniline (8.87 g, 40.49 mmol) in 200 mL methylene chloride was added magnesium sulfate (26.7 g, 221.82 mmol). The reaction mixture was stirred at room temperature overnight. The reaction mixture was filtered through diatomaceous earth and the filtrate was concentrated. The residue was dissolved in 150 mL ethanol and 75 mL methanol and sodium borohydride (6 g, 158.60 mmol) was added in portions over a period ... Reactants: C(C#CCCCCCCCC)OC1OCCCC1 (tetrahydro-2-(2-undecynyloxy)-2H-pyran), C1(=CC=C(C=C1)S(=O)(=O)O)C (p-toluenesulfonic acid). The solvent is CO (methanol). Run at time 4 hour. Product: C(C#CCCCCCCCC)O (2-Undecyn-1-ol). The yield is 77.0%. As a reaction SMILES: [CH2:1]([O:12]C1CCCCO1)[C:2]#[C:3][CH2:4][CH2:5][CH2:6][CH2:7][CH2:8][CH2:9][CH2:10][CH3:11].C1(C)C=CC(S(O)(=O)=O)=CC=1>CO>[CH2:1]([OH:12])[C:2]#[C:3][CH2:4][CH2:5][CH2:6][CH2:7][CH2:8][CH2:9][CH2:10][CH3:11]. Reported procedure: To a solution of tetrahydro-2-(2-undecynyloxy)-2H-pyran in methanol (100 mL), was added p-toluenesulfonic acid (30 mg). The mixture was stirred at room temperature for 4 hours. The solvent was removed by rotary evaporation. The residue was taken up in ether (150 mL) and washed with aqueous saturated NaHCO3 (120 mL), saturated NaCl (120 mL) and water (200 mL). The organic layer was dried (MgSO4) and concentrated to yield a yellow oil. Purification by flash silica gel chromatography (90:10 hexane/...